Task: describe an organic reaction: reactants, conditions, products, and yield. Dataset: the Open Reaction Database (ORD), a public repository of structured organic reaction records Reactants: BrC(Br)(Br)Br, ClCCl, c1ccc(P(CCCP(c2ccccc2)c2ccccc2)c2ccccc2)cc1, OCc1cc2ccccc2o1. Yields the product BrCc1cc2ccccc2o1. RXN SMILES: [C:12]([Br:13])([Br:14])([Br:15])[Br:16].[Cl:46][CH2:47][Cl:48].[c:17]1([P:18]([c:19]2[cH:20][cH:21][cH:22][cH:23][cH:24]2)[CH2:25][CH2:26][CH2:27][P:28]([c:29]2[cH:30][cH:31][cH:32][cH:33][cH:34]2)[c:35]2[cH:36][cH:37][cH:38][cH:39][cH:40]2)[cH:41][cH:42][cH:43][cH:44][cH:45]1.[o:1]1[c:2]([CH2:10][OH:11])[cH:3][c:4]2[c:5]1[cH:6][cH:7][cH:8][cH:9]2>>[o:1]1[c:2]([CH2:10][Br:13])[cH:3][c:4]2[c:5]1[cH:6][cH:7][cH:8][cH:9]2. Yields the product C(N)(=O)C=1C=C(OCCNCC(COC2=CC=C(C=C2)C=2N(C=C(N2)C(F)(F)F)C)O)C=CC1O (1-[2-(3-carbamoyl-4-hydroxyphenoxy)-ethylamino]-3-[4-(1-methyl-4-(trifluoromethyl)-1H-imidazol-2-yl)-phenoxy]-2-propanol). RXN SMILES: [NH2:1][CH2:2][CH2:3][O:4][C:5]1[CH:13]=[C:9]([C:10]([NH2:12])=[O:11])[C:8]([OH:14])=[CH:7][CH:6]=1.[O:15]1[CH2:35][CH:16]1[CH2:17][O:18][C:19]1[CH:24]=[CH:23][C:22]([C:25]2[N:26]([CH3:34])[CH:27]=[C:28]([C:30]([F:33])([F:32])[F:31])[N:29]=2)=[CH:21][CH:20]=1.CO>CS(C)=O>[C:10]([C:9]1[CH:13]=[C:5]([CH:6]=[CH:7][C:8]=1[OH:14])[O:4][CH2:3][CH2:2][NH:1][CH2:35][CH:16]([OH:15])[CH2:17][O:18][C:19]1[CH:20]=[CH:21][C:22]([C:25]2[N:26]([CH3:34])[CH:27]=[C:28]([C:30]([F:32])([F:33])[F:31])[N:29]=2)=[CH:23][CH:24]=1)(=[O:11])[NH2:12]. The solvent is CS(=O)C (dimethyl sulphoxide). The reactants are CO (methanol), O1C(COC2=CC=C(C=C2)C=2N(C=C(N2)C(F)(F)F)C)C1 (2-[4-(2,3-epoxypropoxy)-phenyl]-1-methyl-4-(trifluoromethyl)-1H-imidazole), NCCOC1=CC=C(C(C(=O)N)=C1)O (5-(2-aminoethoxy)-salicylamide). Run at time 1 hour. Procedure: A solution of 3.9 g of 5-(2-aminoethoxy)-salicylamide in 30 ml of dimethyl sulphoxide is heated to 70° and 7.2 g of 2-[4-(2,3-epoxypropoxy)-phenyl]-1-methyl-4-(trifluoromethyl)-1H-imidazole are added. The reaction mixture is stirred for 1 hour at 70° and worked up analogously to Example 12. 1-[2-(3-carbamoyl-4-hydroxyphenoxy)-ethylamino]-3-[4-(1-methyl-4-(trifluoromethyl)-1H-imidazol-2-yl)-phenoxy]-2-propanol having a melting point of 195°-197° is obtained (from methanol). The reactants are Br, C=Cc1ccc2ccccc2c1, c1ccccc1. Yields the product CC(Br)c1ccc2ccccc2c1. As a reaction SMILES: [BrH:1].[CH2:2]=[CH:3][c:4]1[cH:5][cH:6][c:7]2[cH:8][cH:9][cH:10][cH:11][c:12]2[cH:13]1.[cH:14]1[cH:15][cH:16][cH:17][cH:18][cH:19]1>>[Br:1][CH:3]([CH3:2])[c:4]1[cH:5][cH:6][c:7]2[cH:8][cH:9][cH:10][cH:11][c:12]2[cH:13]1. Reactants: Brc1ccc(Br)nc1, CN(C)C=O, [Cl-], [H-], [NH4+], [Na+], OCc1ccccc1. The product is Brc1ccc(OCc2ccccc2)nc1. As a reaction SMILES: [Br:11][c:12]1[n:13][cH:14][c:15]([Br:18])[cH:16][cH:17]1.[CH3:19][N:20]([CH3:21])[CH:22]=[O:23].[Cl-:24].[H-:9].[NH4+:25].[Na+:10].[OH:1][CH2:2][c:3]1[cH:4][cH:5][cH:6][cH:7][cH:8]1>>[O:1]([CH2:2][c:3]1[cH:4][cH:5][cH:6][cH:7][cH:8]1)[c:12]1[n:13][cH:14][c:15]([Br:18])[cH:16][cH:17]1. Reactants: CN1[C@@H](CCC1)C=O ((2S)-1-methylpyrrolidine-2-carbaldehyde), C[Si](C)(C)[N-][Si](C)(C)C.[Li+] (lithium bis(trimethylsilyl)amide), C1(=CC=CC=C1)C (toluene), ClC=1C=C(C=CC1OCC1=NC=CC=C1)NC1=C(C=NC2=CC(=C(C=C12)NC(CP(=O)(OCC)OCC)=O)OCC)C#N (N-[4-[[3-chloro-4-(2-pyridylmethoxy)phenyl]amino]-3-cyano-7-ethoxy-6-quinolyl]-2-diethoxyphosphoryl-acetamide). The solvent is CO (methanol), O (water), O1CCCC1 (tetrahydrofuran). Reaction conditions: time 45 minute. The product is ClC=1C=C(C=CC1OCC1=NC=CC=C1)NC1=C(C=NC2=CC(=C(C=C12)NC(\C=C\[C@H]1N(CCC1)C)=O)OCC)C#N ((E)-N-[4-[[3-chloro-4-(2-pyridylmethoxy)phenyl]amino]-3-cyano-7-ethoxy-6-quinolyl]-3-[(2S)-1-methylpyrrolidin-2-yl]prop-2-enamide). Isolated yield 53.6%. Reaction SMILES: [Cl:1][C:2]1[CH:3]=[C:4]([NH:16][C:17]2[C:26]3[C:21](=[CH:22][C:23]([O:39][CH2:40][CH3:41])=[C:24]([NH:27][C:28](=[O:38])[CH2:29]P(OCC)(OCC)=O)[CH:25]=3)[N:20]=[CH:19][C:18]=2[C:42]#[N:43])[CH:5]=[CH:6][C:7]=1[O:8][CH2:9][C:10]1[CH:15]=[CH:14][CH:13]=[CH:12][N:11]=1.C[Si]([N-][Si](C)(C)C)(C)C.[Li+].C1(C)C=CC=CC=1.[CH3:61][N:62]1[CH2:66][CH2:65][CH2:64][C@H:63]1[CH:67]=O>O1CCCC1.CO.O>[Cl:1][C:2]1[CH:3]=[C:4]([NH:16][C:17]2[C:26]3[C:21](=[CH:22][C:23]([O:39][CH2:40][CH3:41])=[C:24]([NH:27][C:28](=[O:38])/[CH:29]=[CH:67]/[C@@H:63]4[CH2:64][CH2:65][CH2:66][N:62]4[CH3:61])[CH:25]=3)[N:20]=[CH:19][C:18]=2[C:42]#[N:43])[CH:5]=[CH:6][C:7]=1[O:8][CH2:9][C:10]1[CH:15]=[CH:14][CH:13]=[CH:12][N:11]=1 |f:1.2|. Reported procedure: N-[4-[[3-Chloro-4-(2-pyridylmethoxy)phenyl]amino]-3-cyano-7-ethoxy-6-quinolyl]-2-diethoxyphosphoryl-acetamide 1d (50 mg, 0.08 mmol) was dissolved in 2 mL of tetrahydrofuran at −78° C., followed by dropwise addition of a solution of lithium bis(trimethylsilyl)amide (1 M) in toluene (80 μL, 0.08 mmol). After the mixture was stirred for 45 minutes, (2S)-1-methylpyrrolidine-2-carbaldehyde 1b (20 mg, 0.17 mmol) was added. After stirring for another 1 hour, the reaction mixture was warmed up to room t... Starting materials: C1(CCCCC1)C(C=1OC2=C(C1C)C=C(C=C2)OCCCSC)NC2=CC=C(C=C2)C(=O)N(CCC(=O)OCC)C (Ethyl 3-[({4-[(cyclohexyl{3-methyl-5-[3-(methylsulfanyl)propoxy]-1-benzofuran-2-yl}methyl)amino]phenyl}carbonyl)(methyl)amino]propanoate), OOS(=O)[O-].[K+] (oxone), CO (methanol). The solvent is O (Water), O (water). Conditions: time 30 minute. Product: C1(CCCCC1)C(C=1OC2=C(C1C)C=C(C=C2)OCCCS(=O)(=O)C)NC2=CC=C(C=C2)C(=O)N(CCC(=O)OCC)C (ethyl 3-[({4-[(cyclohexyl{3-methyl-5-[3-(methylsulfonyl)propoxy]-1-benzofuran-2-yl}methyl)amino]phenyl}carbonyl)(methyl)amino]propanoate). Yield: 75.0%. Reaction SMILES: [CH:1]1([CH:7]([NH:24][C:25]2[CH:30]=[CH:29][C:28]([C:31]([N:33]([CH3:41])[CH2:34][CH2:35][C:36]([O:38][CH2:39][CH3:40])=[O:37])=[O:32])=[CH:27][CH:26]=2)[C:8]2[O:9][C:10]3[CH:17]=[CH:16][C:15]([O:18][CH2:19][CH2:20][CH2:21]SC)=[CH:14][C:11]=3[C:12]=2[CH3:13])[CH2:6][CH2:5][CH2:4][CH2:3][CH2:2]1.O[O:43][S:44]([O-:46])=O.[K+].[CH3:48]O>O>[CH:1]1([CH:7]([NH:24][C:25]2[CH:30]=[CH:29][C:28]([C:31]([N:33]([CH3:41])[CH2:34][CH2:35][C:36]([O:38][CH2:39][CH3:40])=[O:37])=[O:32])=[CH:27][CH:26]=2)[C:8]2[O:9][C:10]3[CH:17]=[CH:16][C:15]([O:18][CH2:19][CH2:20][CH2:21][S:44]([CH3:48])(=[O:46])=[O:43])=[CH:14][C:11]=3[C:12]=2[CH3:13])[CH2:2][CH2:3][CH2:4][CH2:5][CH2:6]1 |f:1.2|. Procedure: Ethyl 3-[({4-[(cyclohexyl{3-methyl-5-[3-(methylsulfanyl)propoxy]-1-benzofuran-2-yl}methyl)amino]phenyl}carbonyl)(methyl)amino]propanoate (0.61 g) synthesized in Example A150(3) was dissolved in methanol (15 mL) and water (2 mL), oxone (2.1 g) was added to the solution at room temperature, and the mixture was stirred for 30 min. Water was added to the reaction mixture, and the mixture was extracted with diethyl ether. The extract was concentrated under reduced pressure, and the residue was purifi...